This data is from the Open Reaction Database (ORD), a public repository of structured organic reaction records. The task is: describe an organic reaction: reactants, conditions, products, and yield The reactants are FC1=CC=C(C=C1)C1=C2C(CC(OC2=CC(=C1C(C1=CC=C(C=C1)OC(F)(F)F)F)C(C)C)(C)C)=O (rac-5-(4-Fluorophenyl)-6-{fluoro[4-(trifluoromethoxy)phenyl]methyl}-7-isopropyl-2,2-dimethyl-2,3-dihydro-4H-chromen-4-one), N[C@H]1[C@H](CC2=CC=CC=C12)O ((1R,2S)-1-aminoindan-2-ol), CO (methanol). The solvent is O1CCCC1 (tetrahydrofuran), O1CCCC1 (tetrahydrofuran). Conditions: time 30 minute. Yields the product FC1=CC=C(C=C1)C1=C2[C@H](CC(OC2=CC(=C1CC1=CC=C(C=C1)OC(F)(F)F)C(C)C)(C)C)O ((4S)-5-(4-Fluorophenyl)-7-isopropyl-2,2-dimethyl-6-[4-(trifluoromethoxy)benzyl]chroman-4-ol). RXN SMILES: N[C@@H]1C2C(=CC=CC=2)C[C@@H]1O.[F:12][C:13]1[CH:18]=[CH:17][C:16]([C:19]2[C:28]([CH:29](F)[C:30]3[CH:35]=[CH:34][C:33]([O:36][C:37]([F:40])([F:39])[F:38])=[CH:32][CH:31]=3)=[C:27]([CH:42]([CH3:44])[CH3:43])[CH:26]=[C:25]3[C:20]=2[C:21](=[O:47])[CH2:22][C:23]([CH3:46])([CH3:45])[O:24]3)=[CH:15][CH:14]=1.CO>O1CCCC1>[F:12][C:13]1[CH:14]=[CH:15][C:16]([C:19]2[C:28]([CH2:29][C:30]3[CH:35]=[CH:34][C:33]([O:36][C:37]([F:38])([F:39])[F:40])=[CH:32][CH:31]=3)=[C:27]([CH:42]([CH3:43])[CH3:44])[CH:26]=[C:25]3[C:20]=2[C@@H:21]([OH:47])[CH2:22][C:23]([CH3:45])([CH3:46])[O:24]3)=[CH:17][CH:18]=1. Procedure details: 230 μl (1.29 mmol) of borane/N,N-diethylaniline complex are added slowly to a solution of 7.23 mg (50 μmol) of (1R,2S)-1-aminoindan-2-ol in 8 ml of tetrahydrofuran, and the mixture is stirred for 30 min. A solution of 163 mg (320 μmol) of rac-5-(4-fluorophenyl)-6-{fluoro[4-(trifluoromethoxy)phenyl]methyl}-7-isopropyl-2,2-dimethyl-2,3-dihydro-4H-chromen-4-one (Example 25A) in 8 ml of tetrahydrofuran is then slowly added dropwise. The mixture is stirred at room temperature overnight, methanol is t...